Dataset: the Open Reaction Database (ORD), a public repository of structured organic reaction records. Task: describe an organic reaction: reactants, conditions, products, and yield Starting materials: CN1CC[C@H]2CCC=3C=CN=CC3[C@H]21 (cis-1-methyl-2,3,3a,4,5,9b-hexahydro-1H-pyrrolo[3,2-h]isoquinoline), ICCCCCCCC (1-iodooctane). Run in CC(=O)O (AcOH). Product: [I-].CN1CC[C@H]2CCC=3C=C[N+](=CC3[C@H]21)CCCCCCCC (cis-1-methyl-8-octyl-2,3,3a,4,5,9b-hexahydro-1H-pyrrolo[3,2-h]isoquinolin-8-ium iodide). Yield: 68.3%. RXN SMILES: [CH3:1][N:2]1[C@H:14]2[C@H:5]([CH2:6][CH2:7][C:8]3[CH:9]=[CH:10][N:11]=[CH:12][C:13]=32)[CH2:4][CH2:3]1.[I:15][CH2:16][CH2:17][CH2:18][CH2:19][CH2:20][CH2:21][CH2:22][CH3:23]>CC(O)=O>[I-:15].[CH3:1][N:2]1[C@H:14]2[C@H:5]([CH2:6][CH2:7][C:8]3[CH:9]=[CH:10][N+:11]([CH2:16][CH2:17][CH2:18][CH2:19][CH2:20][CH2:21][CH2:22][CH3:23])=[CH:12][C:13]=32)[CH2:4][CH2:3]1 |f:3.4|. Procedure: To a stirred solution of cis-1-methyl-2,3,3a,4,5,9b-hexahydro-1H-pyrrolo[3,2-h]isoquinoline (100 mg, 0.53 mmol) in AcOH (2 ml) was added 1-iodooctane (383 mg, 1.59 mmol). The mixture was heated at reflux under nitrogen for 3 days. AcOH was evaporated and the residue was dissolved in CHCl3. The mixture was washed with saturated aqueous NaHCO3, water and brine successively and dried. Evaporation of the solvent followed by titration with ether afforded 155 mg (68%) of cis-1-methyl-8-octyl-2,3,3a,4,... Reactants: C1(=CC=CC=C1)C(N1CC(C1)=O)C1=CC=CC=C1 (1-Diphenylmethyl-3-azetidinone), FC(C1=CC=C(C=C1)[Mg]Br)(F)F (4-(trifluoromethyl)phenylmagnesium bromide), ClC1=CC=C(C=C1)C1(CN(C1)C(C1=CC=CC=C1)C1=CC=CC=C1)O (3-(4-Chlorophenyl)-1-(diphenylmethy)-3-azetidinol). The product is FC(C1=CC=C(C=C1)C1(CN(C1)C(C1=CC=CC=C1)C1=CC=CC=C1)O)(F)F (3-(4-(Trifluoromethyl)phenyl)-1-(diphenylmethyl)azetidin-3-ol). Reaction SMILES: [C:1]1([CH:7]([C:13]2[CH:18]=[CH:17][CH:16]=[CH:15][CH:14]=2)[N:8]2[CH2:11][C:10](=[O:12])[CH2:9]2)[CH:6]=[CH:5][CH:4]=[CH:3][CH:2]=1.[F:19][C:20]([F:30])([F:29])[C:21]1[CH:26]=[CH:25][C:24]([Mg]Br)=[CH:23][CH:22]=1.ClC1C=CC(C2(O)CN(C(C3C=CC=CC=3)C3C=CC=CC=3)C2)=CC=1>>[F:19][C:20]([F:30])([F:29])[C:21]1[CH:26]=[CH:25][C:24]([C:10]2([OH:12])[CH2:11][N:8]([CH:7]([C:1]3[CH:2]=[CH:3][CH:4]=[CH:5][CH:6]=3)[C:13]3[CH:14]=[CH:15][CH:16]=[CH:17][CH:18]=3)[CH2:9]2)=[CH:23][CH:22]=1. Procedure: This compound was prepared from compound (3) and 4-(trifluoromethyl)phenylmagnesium bromide using the procedure described for compound (4). Starting materials: COC(=O)c1cccc(NC(=NC#N)SC)c1, CCO, NCc1ccccc1. Product: COC(=O)c1cccc(NC(=NC#N)NCc2ccccc2)c1. As a reaction SMILES: [C:1](#[N:2])[N:3]=[C:4]([S:5][CH3:6])[NH:7][c:8]1[cH:9][c:10]([C:11](=[O:12])[O:13][CH3:14])[cH:15][cH:16][cH:17]1.[CH3:26][CH2:27][OH:28].[NH2:18][CH2:19][c:20]1[cH:21][cH:22][cH:23][cH:24][cH:25]1>>[C:1](#[N:2])[N:3]=[C:4]([NH:7][c:8]1[cH:9][c:10]([C:11](=[O:12])[O:13][CH3:14])[cH:15][cH:16][cH:17]1)[NH:18][CH2:19][c:20]1[cH:21][cH:22][cH:23][cH:24][cH:25]1. Starting materials: O=C([O-])[O-], [K+], [K+], CCCCCC(COS(=O)(=O)c1ccc(C)cc1)OC1CCCCO1, CN(C)C=O, Oc1cnc(-c2ccc(OCc3ccccc3)cc2)nc1. Product: CCCCCC(COc1cnc(-c2ccc(OCc3ccccc3)cc2)nc1)OC1CCCCO1. RXN SMILES: [C:47](=[O:48])([O-:49])[O-:50].[K+:51].[K+:52].[O:22]([S:23]([c:24]1[cH:25][cH:26][c:27]([CH3:28])[cH:29][cH:30]1)(=[O:31])=[O:32])[CH2:33][CH:34]([CH2:35][CH2:36][CH2:37][CH2:38][CH3:39])[O:40][CH:41]1[O:42][CH2:43][CH2:44][CH2:45][CH2:46]1.[O:53]=[CH:54][N:55]([CH3:56])[CH3:57].[OH:1][c:2]1[cH:3][n:4][c:5](-[c:8]2[cH:9][cH:10][c:11]([O:14][CH2:15][c:16]3[cH:17][cH:18][cH:19][cH:20][cH:21]3)[cH:12][cH:13]2)[n:6][cH:7]1>>[O:1]([c:2]1[cH:3][n:4][c:5](-[c:8]2[cH:9][cH:10][c:11]([O:14][CH2:15][c:16]3[cH:17][cH:18][cH:19][cH:20][cH:21]3)[cH:12][cH:13]2)[n:6][cH:7]1)[CH2:33][CH:34]([CH2:35][CH2:36][CH2:37][CH2:38][CH3:39])[O:40][CH:41]1[O:42][CH2:43][CH2:44][CH2:45][CH2:46]1. Yields the product CC(C)N1CCC(CC2CCN(C(=O)OC(C)(C)C)CC2)CC1. RXN SMILES: [CH3:31][C:32]#[N:33].[CH:21]([CH3:22])([CH3:23])[I:24].[K+:25].[K+:26].[NH:1]1[CH2:2][CH2:3][CH:4]([CH2:7][CH:8]2[CH2:9][CH2:10][N:11]([C:14](=[O:15])[O:16][C:17]([CH3:18])([CH3:19])[CH3:20])[CH2:12][CH2:13]2)[CH2:5][CH2:6]1.[O-:27][C:28]([O-:29])=[O:30]>>[N:1]1([CH:21]([CH3:22])[CH3:23])[CH2:2][CH2:3][CH:4]([CH2:7][CH:8]2[CH2:9][CH2:10][N:11]([C:14](=[O:15])[O:16][C:17]([CH3:18])([CH3:19])[CH3:20])[CH2:12][CH2:13]2)[CH2:5][CH2:6]1. The reactants are CC#N, CC(C)I, [K+], [K+], CC(C)(C)OC(=O)N1CCC(CC2CCNCC2)CC1, O=C([O-])[O-]. Yields the product BrC=1C=CC=C2C=C(C(OC12)=O)C(=O)O (8-bromo-3-carboxy-coumarin). RXN SMILES: [Br:1][C:2]1[C:3]([OH:10])=[C:4]([CH:7]=[CH:8][CH:9]=1)[CH:5]=O.CC1(C)O[C:17](=[O:18])[CH2:16][C:14](=[O:15])[O:13]1>O>[Br:1][C:2]1[CH:9]=[CH:8][CH:7]=[C:4]2[C:3]=1[O:10][C:17](=[O:18])[C:16]([C:14]([OH:15])=[O:13])=[CH:5]2. Run at temperature 75 celsius, time 2 hour. Run in O (H2O). Procedure: 3-bromohydroxybenzaldehyde (139.5 mg, 0.69 mmol) and Meldrum's acid (100 mg, 0.69 mmol) were combined in H2O (1 mL). The solution was stirred at 75° C. for 2 h. After cooling to room temperature, the precipitate was filtered and dried at suction to give 135.0 mg of 8-bromo-3-carboxy-coumarin in an 73% yield. Reactants: BrC=1C(=C(C=O)C=CC1)O (3-bromohydroxybenzaldehyde), CC1(OC(=O)CC(=O)O1)C (Meldrum's acid). The yield is 72.7%. The reactants are COP(=O)(CCC(=O)NCO)OC (MDPA), C(Cl)(Cl)Cl (chloroform). Reaction conditions: time 2 hour. The product is COP(=O)(CCC(=O)NCO)OC.C(Cl)(Cl)Cl (MDPA chloroform). As a reaction SMILES: [CH3:1][O:2][P:3]([O:12][CH3:13])([CH2:5][CH2:6][C:7]([NH:9][CH2:10][OH:11])=[O:8])=[O:4].[CH:14]([Cl:17])([Cl:16])[Cl:15]>>[CH3:1][O:2][P:3]([O:12][CH3:13])([CH2:5][CH2:6][C:7]([NH:9][CH2:10][OH:11])=[O:8])=[O:4].[CH:14]([Cl:17])([Cl:16])[Cl:15] |f:2.3|. Reported procedure: A 10 g of PA was dissolved into a 200 cm3 of chloroform and a 12.8 g of MDPA was slowly added thereto. Then, the solution was stirred for 2 hours at room temperature. After the completion of the reaction in the solution, the raw materials were removed by means of a silica gel column to obtain a 500 cm3 of PA-MDPA/chloroform solution. The solution was then condensed to 100 cm3 and washed with a 50 cm3 of water for three times. Then, it was dried with magnesium sulfate and, after drying, the chlor...